This data is from the Open Reaction Database (ORD), a public repository of structured organic reaction records. The task is: describe an organic reaction: reactants, conditions, products, and yield Reactants: C1(=CC=CC=C1)C(N1CCNCC1)C1=CC=CC=C1 (1-(diphenylmethyl)piperazine), C([O-])([O-])=O.[K+].[K+] (potassium carbonate), [I-].[K+] (potassium iodide), CS(=O)(=O)OCCCCCCNC=1C=CC=2N(N1)C=NN2 (6-[6-(methanesulfonyloxy)hexylamino][1,2,4]triazolo[4,3-b]pyridazine). The solvent is CN(C=O)C (N,N-dimethylformamide). Run at temperature 60 celsius, time 4 hour. Product: C1(=CC=CC=C1)C(N1CCN(CC1)CCCCCCNC=1C=CC=2N(N1)C=NN2)C2=CC=CC=C2 (6-[6-[4-(Diphenylmethyl)-1-piperazinyl]hexylamino][1,2,4]triazolo[4,3-b]pyridazine). The yield is 29.6%. RXN SMILES: CS(O[CH2:6][CH2:7][CH2:8][CH2:9][CH2:10][CH2:11][NH:12][C:13]1[CH:14]=[CH:15][C:16]2[N:17]([CH:19]=[N:20][N:21]=2)[N:18]=1)(=O)=O.[C:22]1([CH:28]([C:35]2[CH:40]=[CH:39][CH:38]=[CH:37][CH:36]=2)[N:29]2[CH2:34][CH2:33][NH:32][CH2:31][CH2:30]2)[CH:27]=[CH:26][CH:25]=[CH:24][CH:23]=1.C(=O)([O-])[O-].[K+].[K+].[I-].[K+]>CN(C)C=O>[C:35]1([CH:28]([C:22]2[CH:27]=[CH:26][CH:25]=[CH:24][CH:23]=2)[N:29]2[CH2:30][CH2:31][N:32]([CH2:6][CH2:7][CH2:8][CH2:9][CH2:10][CH2:11][NH:12][C:13]3[CH:14]=[CH:15][C:16]4[N:17]([CH:19]=[N:20][N:21]=4)[N:18]=3)[CH2:33][CH2:34]2)[CH:36]=[CH:37][CH:38]=[CH:39][CH:40]=1 |f:2.3.4,5.6|. Procedure: 796 mg of 6-[6-(methanesulfonyloxy)hexylamino][1,2,4]triazolo[4,3-b]pyridazine was dissolved in 15 ml of N,N-dimethylformamide; 769 mg of 1-(diphenylmethyl)piperazine, 422 mg of potassium carbonate, and 506 mg of potassium iodide were added, followed by stirring at 60° C. for 4 hours. After cooling, saline was added; the reaction mixture was extracted with ethyl acetate and dried over magnesium sulfate. After concentration under reduced pressure, the residue was subjected to silica gel column ch... Starting materials: C1(CCCCC1)CN1C=C(C2=CC=CC(=C12)OC)C(=O)N (1-(cyclohexyl)methyl-7-methoxy-1H-indole-3-carboxylic acid amide), COC=1C=CC(=CC1)P2(=S)SP(=S)(S2)C=3C=CC(=CC3)OC (Lawesson's reagent). Solvent: C1(=CC=CC=C1)C (toluene). Conditions: time 4 day. Product: C1(CCCCC1)CN1C=C(C2=CC=CC(=C12)OC)C(N)=S (1-(cyclohexyl)methyl-7-methoxy-1H-indole-3-carbothioic acid amide). Yield: 66.5%. As a reaction SMILES: [CH:1]1([CH2:7][N:8]2[C:16]3[C:11](=[CH:12][CH:13]=[CH:14][C:15]=3[O:17][CH3:18])[C:10]([C:19]([NH2:21])=O)=[CH:9]2)[CH2:6][CH2:5][CH2:4][CH2:3][CH2:2]1.COC1C=CC(P2(SP(C3C=CC(OC)=CC=3)(=S)S2)=[S:31])=CC=1>C1(C)C=CC=CC=1>[CH:1]1([CH2:7][N:8]2[C:16]3[C:11](=[CH:12][CH:13]=[CH:14][C:15]=3[O:17][CH3:18])[C:10]([C:19](=[S:31])[NH2:21])=[CH:9]2)[CH2:6][CH2:5][CH2:4][CH2:3][CH2:2]1. Procedure details: A mixture of 1-(cyclohexyl)methyl-7-methoxy-1H-indole-3-carboxylic acid amide (prepared from 7-methoxyindole as described in Example 1; 5.10 g, 17.8 mmol), Lawesson's reagent (7.92 g, 19.6 mmol), and toluene (150 ml) was stirred at room temperature for 4 days. The reaction mixture was concentrated in vacuo and the obtained reside was purified by column chromatography eluting with dichloromethane to afford 1-(cyclohexyl)methyl-7-methoxy-1H-indole-3-carbothioic acid amide (3.58 g). A mixture of 1-...